Dataset: the Open Reaction Database (ORD), a public repository of structured organic reaction records. Task: describe an organic reaction: reactants, conditions, products, and yield Starting materials: CC1=C(C(N(CO1)C(C(=O)OCC)(C)C)=O)C1=CC=CC=C1 (ethyl 2-(2,3-dihydro-6-methyl-4-oxo-5-phenyl-4H-1,3-oxazin-3-yl)-2-methylpropanoate), [H-].[Al+3].[Li+].[H-].[H-].[H-] (lithium aluminium hydride), solution. Run in [Cl-].[Na+].O (brine), O1CCCC1 (tetrahydrofuran), CCOCC (ether), CCOCC (ether). Run at temperature -40 celsius. The product is CC1=C(C(N(CO1)C(C=O)(C)C)=O)C1=CC=CC=C1 (2-(2,3-dihydro-6-methyl-4-oxo-5-phenyl-4H-1,3-oxazin-3-yl)-2-methylpropionaldehyde). Isolated yield 61.2%. RXN SMILES: [CH3:1][C:2]1[O:7][CH2:6][N:5]([C:8]([CH3:15])([CH3:14])[C:9](OCC)=[O:10])[C:4](=[O:16])[C:3]=1[C:17]1[CH:22]=[CH:21][CH:20]=[CH:19][CH:18]=1.[H-].[Al+3].[Li+].[H-].[H-].[H-]>O1CCCC1.CCOCC.[Cl-].[Na+].O>[CH3:1][C:2]1[O:7][CH2:6][N:5]([C:8]([CH3:14])([CH3:15])[CH:9]=[O:10])[C:4](=[O:16])[C:3]=1[C:17]1[CH:22]=[CH:21][CH:20]=[CH:19][CH:18]=1 |f:1.2.3.4.5.6,9.10.11|. Reported procedure: A solution of ethyl 2-(2,3-dihydro-6-methyl-4-oxo-5-phenyl-4H-1,3-oxazin-3-yl)-2-methylpropanoate (43 g) in tetrahydrofuran was added to lithium aluminium hydride (220 ml of a 1M solution in ether) with stirring at -40° C. After 1 hour the solution was cooled to -70° C., diluted with ether, and treated with brine via dropwise addition, initially at -70° C. and then at -30° C. After warning to room temperature the organic layer was dried (magnesium sulphate), evaporated and the residue purified b... Reactants: C[C@]12CC[C@@H]3C=4C=CC(=CC4CC[C@H]3[C@@H]1CCC2=O)O (estrone), N[C@@H](CC1=CC=C2C=CC=CC2=C1)C(=O)O (Nal), C(=O)([O-])[O-].[Cs+].[Cs+] (Cs2CO3), BrCCOC (Br(CH2)2OCH3). The solvent is CC#N (CH3CN). The product is COCCOC1=CC=2CC[C@H]3[C@@H]4CCC([C@@]4(C)CC[C@@H]3C2C=C1)=O (3-(2′-Methoxyethoxy)-1,3,5(10)-estratrien-17-one). Reaction SMILES: [CH3:1][C@@:2]12[C:18](=[O:19])[CH2:17][CH2:16][C@H:15]1[C@H:14]1[C@@H:5]([C:6]3[CH:7]=[CH:8][C:9]([OH:20])=[CH:10][C:11]=3[CH2:12][CH2:13]1)[CH2:4][CH2:3]2.N[C@H](C(O)=O)CC1C=C2C(C=CC=C2)=CC=1.C([O-])([O-])=O.[Cs+].[Cs+].Br[CH2:44][CH2:45][O:46][CH3:47]>CC#N>[CH3:47][O:46][CH2:45][CH2:44][O:20][C:9]1[CH:8]=[CH:7][C:6]2[C@@H:5]3[C@H:14]([C@H:15]4[C@@:2]([CH2:3][CH2:4]3)([CH3:1])[C:18](=[O:19])[CH2:17][CH2:16]4)[CH2:13][CH2:12][C:11]=2[CH:10]=1 |f:2.3.4|. Procedure details: A mixture of estrone (10 g; 37 mmol), Nal (1.1 g, 7.4 mmol), Cs2CO3 (18.08 g; 55.5 mmol) and Br(CH2)2OCH3 (15 mL; 156 mmol) in CH3CN (200 mL) was refluxed for 1 h. The mixture was filtered over silica gel and washed successively with CH2Cl2 and EtOAc to give the ether (12.1 g; 99.4%); 1H NMR (300 MHz, CDCl3) δ 7.23 (d, 1H, J=8.6 Hz), 6.75 (dd, 1H, J=2.6, 8.6 Hz), 6.72 (s, 1H), 4.1 (t, 2H, J=4.4 Hz), 3.74(t, 2H, J=3.7 Hz), 3.44 (s, 3H), 2.87 (dd, 2H, J=4.25, 8.5 Hz), 2.48 (dd, 1H, J=8.4, 18.7 Hz)... The reactants are CC1CN(CC1)CC=1C=C(OCCCN)C=CC1 (3-[3-[(3-methylpyrrolidin-1-yl) methyl]phenoxy]propanamine), BrC1=NN=C(S1)N (5-bromo-1,3,4-thiadiazole-2-amine). Product: CC1CN(CC1)CC=1C=C(OCCCNC=2SC(=NN2)N)C=CC1 (N-[3-[3-((3-Methylpyrrolidin-1-yl)methyl)phenoxy]propyl]1,3,4-thiadiazole-2,5-diamine). Reaction SMILES: [CH3:1][CH:2]1[CH2:6][CH2:5][N:4]([CH2:7][C:8]2[CH:9]=[C:10]([CH:16]=[CH:17][CH:18]=2)[O:11][CH2:12][CH2:13][CH2:14][NH2:15])[CH2:3]1.Br[C:20]1[S:24][C:23]([NH2:25])=[N:22][N:21]=1>>[CH3:1][CH:2]1[CH2:6][CH2:5][N:4]([CH2:7][C:8]2[CH:9]=[C:10]([CH:16]=[CH:17][CH:18]=2)[O:11][CH2:12][CH2:13][CH2:14][NH:15][C:20]2[S:24][C:23]([NH2:25])=[N:22][N:21]=2)[CH2:3]1. Procedure: The compound is prepared by a method analogous to that of Example 51 from 3-[3-[(3-methylpyrrolidin-1-yl) methyl]phenoxy]propanamine and 5-bromo-1,3,4-thiadiazole-2-amine.